Dataset: the Open Reaction Database (ORD), a public repository of structured organic reaction records. Task: describe an organic reaction: reactants, conditions, products, and yield Starting materials: C(CCCCC)C1CC2=CC=C(C=C2C1)C1=NC=C(C=C1)C(CCCCCCCCC)=O (2-hexyl-5-(5-decanoylpyridine-2-yl) indan), C(COCCO)O (diethylene glycol), O.NN (hydrazine hydrate), [OH-].[K+] (KOH). Run in C(C)(=O)OCC (ethyl acetate), O (water). Reaction conditions: time 1 hour. Yields the product C(CCCCC)C1CC2=CC=C(C=C2C1)C1=NC=C(C=C1)CCCCCCCCCC (2-hexyl-5-(5-decylpyridine-2-yl)indan). Isolated yield 37.2%. As a reaction SMILES: [CH2:1]([CH:7]1[CH2:15][C:14]2[C:9](=[CH:10][CH:11]=[C:12]([C:16]3[CH:21]=[CH:20][C:19]([C:22](=O)[CH2:23][CH2:24][CH2:25][CH2:26][CH2:27][CH2:28][CH2:29][CH2:30][CH3:31])=[CH:18][N:17]=3)[CH:13]=2)[CH2:8]1)[CH2:2][CH2:3][CH2:4][CH2:5][CH3:6].C(O)COCCO.O.NN.[OH-].[K+]>C(OCC)(=O)C.O>[CH2:1]([CH:7]1[CH2:15][C:14]2[C:9](=[CH:10][CH:11]=[C:12]([C:16]3[CH:21]=[CH:20][C:19]([CH2:22][CH2:23][CH2:24][CH2:25][CH2:26][CH2:27][CH2:28][CH2:29][CH2:30][CH3:31])=[CH:18][N:17]=3)[CH:13]=2)[CH2:8]1)[CH2:2][CH2:3][CH2:4][CH2:5][CH3:6] |f:2.3,4.5|. Procedure: 0.50 g (1.15 mM) of 2-hexyl-5-(5-decanoylpyridine-2-yl) indan, 3.5 ml of diethylene glycol, 0.18 ml (2.96 mM) of 80%-hydrazine hydrate (density: 1.03), and 0.23 g (3.48 mM) of 85%-KOH were mixed and heat-stirred for 1 hour at 144°-216° C. After the reaction, the reaction mixture was poured into water, followed by addition of ethyl acetate and saturated common salt aqueous solution and stirring at room temperature to obtain an insoluble matter through filtration under reduced pressure. The insolu... The reactants are [I-].[Na+] (Sodium iodide), COCCN (2-methoxyethylamine), O([Si](C)(C)C(C)(C)C)CCBr (2-(t-butyldimethylsiloxy)ethyl bromide). Solvent: C(C)O (ethanol). The product is O([Si](C)(C)C(C)(C)C)CCNCCOC (N-[2-(t-Butyldimethylsiloxy)ethyl]-2-methoxyethylamine). Isolated yield 55.0%. As a reaction SMILES: [I-].[Na+].[CH3:3][O:4][CH2:5][CH2:6][NH2:7].[O:8]([CH2:16][CH2:17]Br)[Si:9]([C:12]([CH3:15])([CH3:14])[CH3:13])([CH3:11])[CH3:10]>C(O)C>[O:8]([CH2:16][CH2:17][NH:7][CH2:6][CH2:5][O:4][CH3:3])[Si:9]([C:12]([CH3:15])([CH3:14])[CH3:13])([CH3:11])[CH3:10] |f:0.1|. Reported procedure: Sodium iodide (14.48 g) is added to a solution of 2-methoxyethylamine (14 ml) and 2-(t-butyldimethylsiloxy)ethyl bromide (7.00 g) in ethanol (65 ml), and the mixture is refluxed overnight with stirring. The reaction mixture is concentrated under reduced pressure, water is added to the residue, and the whole is extracted with chloroform. The organic layer is washed with saturated brine, dried over anhydrous sodium sulfate and concentrated under reduced pressure. The resulting residue is purified ... Reactants: Cl (HCl), O.[OH-].[Li+] (Lithium hydroxide monohydrate), FC(CNC(=O)NC=1C=C(C=CC1)C1=CN=C2N1N=CC(=C2)C=2C=C(C(=O)OC)C=CC2)(F)F (methyl 3-{3-[3-({[(2,2,2-trifluoro ethyl)amino]carbonyl}amino)phenyl]imidazo[1,2-b]pyridazin-7-yl}benzoate), C1CCOC1 (THF). The solvent is CO (methanol), O (water). Reaction conditions: time 4 hour. Yields the product FC(CNC(=O)NC=1C=C(C=CC1)C1=CN=C2N1N=CC(=C2)C=2C=C(C(=O)O)C=CC2)(F)F (3-{3-[3-({[(2,2,2-trifluoroethyl)amino]carbonyl}amino)phenyl]imidazo[1,2-b]pyridazin-7-yl}benzoic acid). Reaction SMILES: O.[OH-].[Li+].[F:4][C:5]([F:37])([F:36])[CH2:6][NH:7][C:8]([NH:10][C:11]1[CH:12]=[C:13]([C:17]2[N:21]3[N:22]=[CH:23][C:24]([C:26]4[CH:27]=[C:28]([CH:33]=[CH:34][CH:35]=4)[C:29]([O:31]C)=[O:30])=[CH:25][C:20]3=[N:19][CH:18]=2)[CH:14]=[CH:15][CH:16]=1)=[O:9].C1COCC1.Cl>CO.O>[F:37][C:5]([F:4])([F:36])[CH2:6][NH:7][C:8]([NH:10][C:11]1[CH:12]=[C:13]([C:17]2[N:21]3[N:22]=[CH:23][C:24]([C:26]4[CH:27]=[C:28]([CH:33]=[CH:34][CH:35]=4)[C:29]([OH:31])=[O:30])=[CH:25][C:20]3=[N:19][CH:18]=2)[CH:14]=[CH:15][CH:16]=1)=[O:9] |f:0.1.2|. Procedure details: Lithium hydroxide monohydrate (40. mg, 0.96 mmol) was added to a mixture of methyl 3-{3-[3-({[(2,2,2-trifluoro ethyl)amino]carbonyl}amino)phenyl]imidazo[1,2-b]pyridazin-7-yl}benzoate (0.090 g, 0.19 mmol) in methanol (2.0 mL)/THF (1.0 mL)/water (0.5 mL) and then the reaction was stirred at r.t. for 4 h. The mixture was adjusted with conc. HCl to PH˜3, and then concentrated under reduced pressure to give the crude product which was directly used in the next reaction without further purification. L...